From a dataset of the Open Reaction Database (ORD), a public repository of structured organic reaction records. describe an organic reaction: reactants, conditions, products, and yield The reactants are O=C([O-])O, Nc1cnc(Nc2cccc(Cl)c2)nc1C(F)(F)F, ClCCl, [Na+], O=S(=O)(Cl)c1ccccc1, c1ccncc1. Yields the product O=S(=O)(Nc1cnc(Nc2cccc(Cl)c2)nc1C(F)(F)F)c1ccccc1. As a reaction SMILES: [C:36](=[O:37])([O-:38])[OH:39].[Cl:1][c:2]1[cH:3][c:4]([NH:8][c:9]2[n:10][cH:11][c:12]([NH2:19])[c:13]([C:15]([F:16])([F:17])[F:18])[n:14]2)[cH:5][cH:6][cH:7]1.[Cl:41][CH2:42][Cl:43].[Na+:40].[c:26]1([S:32](=[O:33])(=[O:34])[Cl:35])[cH:27][cH:28][cH:29][cH:30][cH:31]1.[cH:20]1[cH:21][cH:22][n:23][cH:24][cH:25]1>>[Cl:1][c:2]1[cH:3][c:4]([NH:8][c:9]2[n:10][cH:11][c:12]([NH:19][S:32]([c:26]3[cH:27][cH:28][cH:29][cH:30][cH:31]3)(=[O:33])=[O:34])[c:13]([C:15]([F:16])([F:17])[F:18])[n:14]2)[cH:5][cH:6][cH:7]1. Reactants: ClCC=1N=CN(C1)C(C1=CC=CC=C1)(C1=CC=CC=C1)C1=CC=CC=C1 (4-(chloromethyl)-1-(triphenylmethyl)-1H-imidazole), CN1C2=C(C=3C=CC=CC13)C(NCC2)=O (2,3,4,5-tetrahydro-5-methyl-1H-pyrido[4,3-b]indol-1-one), [H-].[Na+] (sodium hydride), [H][H] (hydrogen). Run in C1CCOC1 (THF), O (water), CCCCCC (hexane), CN(C)C=O (DMF). Reaction conditions: time 2 hour. Product: CN1C2=C(C=3C=CC=CC13)C(N(CC2)CC=2N=CN(C2)C(C2=CC=CC=C2)(C2=CC=CC=C2)C2=CC=CC=C2)=O (2,3,4,5-Tetrahydro-5-methyl-2-[[1-(triphenylmethyl)-1H-imidazol-4-yl]methyl]-1H-pyrido[4,3-b]indol-1-one). Isolated yield 47.9%. RXN SMILES: [CH3:1][N:2]1[C:10]2[CH:9]=[CH:8][CH:7]=[CH:6][C:5]=2[C:4]2[C:11](=[O:15])[NH:12][CH2:13][CH2:14][C:3]1=2.[H-].[Na+].[H][H].Cl[CH2:21][C:22]1[N:23]=[CH:24][N:25]([C:27]([C:40]2[CH:45]=[CH:44][CH:43]=[CH:42][CH:41]=2)([C:34]2[CH:39]=[CH:38][CH:37]=[CH:36][CH:35]=2)[C:28]2[CH:33]=[CH:32][CH:31]=[CH:30][CH:29]=2)[CH:26]=1>CN(C=O)C.C1COCC1.CCCCCC.O>[CH3:1][N:2]1[C:10]2[CH:9]=[CH:8][CH:7]=[CH:6][C:5]=2[C:4]2[C:11](=[O:15])[N:12]([CH2:21][C:22]3[N:23]=[CH:24][N:25]([C:27]([C:28]4[CH:33]=[CH:32][CH:31]=[CH:30][CH:29]=4)([C:34]4[CH:35]=[CH:36][CH:37]=[CH:38][CH:39]=4)[C:40]4[CH:45]=[CH:44][CH:43]=[CH:42][CH:41]=4)[CH:26]=3)[CH2:13][CH2:14][C:3]1=2 |f:1.2|. Procedure: A mixture of 2,3,4,5-tetrahydro-5-methyl-1H-pyrido[4,3-b]indol-1-one (0.3 g) and sodium hydride (80% dispersion in oil; 0.05 g) in dry DMF (5 ml) was stirred under nitrogen at 50° until hydrogen evolution ceased (ca. 0.5 h). The mixture was cooled to 40° and a solution of 4-(chloromethyl)-1-(triphenylmethyl)-1H-imidazole (0.53 g) in dry THF (3 ml) was added. The mixture was stirred at 40° to 23° over 2 h, poured into water (100 ml) and extracted with dichloromethane (3×100 ml). The dried organic... The reactants are C(CCCCC)C1=CC=C(C(=O)O)C=C1 (4n-hexylbenzoic acid), C(CCC)[C@@H]1CC[C@H](CC1)C(=O)O (trans-4-n-butylcyclohexanecarboxylic acid). The solvent is pet. ether. The product is C(CCCCC)[C@@H]1CC[C@H](CC1)C(=O)O (trans-4-n-hexylcyclohexanecarboxylic acid). Yield: 60.0%. RXN SMILES: [CH2:1]([C:7]1[CH:15]=[CH:14][C:10]([C:11]([OH:13])=[O:12])=[CH:9][CH:8]=1)[CH2:2][CH2:3][CH2:4][CH2:5][CH3:6].C([C@H]1CC[C@H](C(O)=O)CC1)CCC>>[CH2:1]([C@H:7]1[CH2:8][CH2:9][C@H:10]([C:11]([OH:13])=[O:12])[CH2:14][CH2:15]1)[CH2:2][CH2:3][CH2:4][CH2:5][CH3:6]. Procedure: This compound was prepared from 4n-hexylbenzoic acid (18, 72.34 g, 0.28 mol), in a manner similar to the procedure described for trans-4-n-butylcyclohexanecarboxylic acid (11) in Example I, Preparation 1, in an overall yield of 60% (35.7 g), m.p. 30+C. (pet. ether). Starting materials: CCO, CCCn1c(=O)c2c(nc(-c3cnn(CC4CC(=O)N(c5ccc(C(C)C)cc5)C4)c3)n2COCC[Si](C)(C)C)n(CCC)c1=O, Cl. Product: CCCn1c(=O)c2[nH]c(-c3cnn(CC4CC(=O)N(c5ccc(C(C)C)cc5)C4)c3)nc2n(CCC)c1=O. Reaction SMILES: [CH3:48][CH2:49][OH:50].[CH:1]([CH3:2])([CH3:3])[c:4]1[cH:5][cH:6][c:7]([N:10]2[CH2:11][CH:12]([CH2:16][n:17]3[n:18][cH:19][c:20](-[c:22]4[n:23][c:24]5[n:25]([CH2:44][CH2:45][CH3:46])[c:26](=[O:43])[n:27]([CH2:40][CH2:41][CH3:42])[c:28](=[O:39])[c:29]5[n:30]4[CH2:31][O:32][CH2:33][CH2:34][Si:35]([CH3:36])([CH3:37])[CH3:38])[cH:21]3)[CH2:13][C:14]2=[O:15])[cH:8][cH:9]1.[ClH:47]>>[CH:1]([CH3:2])([CH3:3])[c:4]1[cH:5][cH:6][c:7]([N:10]2[CH2:11][CH:12]([CH2:16][n:17]3[n:18][cH:19][c:20](-[c:22]4[n:23][c:24]5[n:25]([CH2:44][CH2:45][CH3:46])[c:26](=[O:43])[n:27]([CH2:40][CH2:41][CH3:42])[c:28](=[O:39])[c:29]5[nH:30]4)[cH:21]3)[CH2:13][C:14]2=[O:15])[cH:8][cH:9]1.